describe an organic reaction: reactants, conditions, products, and yield From a dataset of the Open Reaction Database (ORD), a public repository of structured organic reaction records. Starting materials: Cn1cnc(C#N)c1, Fc1ccccc1Br. Reagents/catalysts: CC(C)(C)c1ccc(-c2ccc(C(C)(C)C)cc2)cc1, O=C([O-])C.[K+], P(C1=CC=CC=C1)(C2CCCCC2)C3=CC=CC=C3, C=C[CH2-].C=C[CH2-].Cl[Pd+].Cl[Pd+]. Run in CC(N(C)C)=O. Conditions: temperature 105 celsius, time 24 hour. Yields the product Cn1cnc(C#N)c1-c1ccccc1F. The yield is 29.4%.